From a dataset of the Open Reaction Database (ORD), a public repository of structured organic reaction records. describe an organic reaction: reactants, conditions, products, and yield Reactants: C(CCCCCCCCCCCCCCCCC)[SiH](Cl)Cl (n-octadecyldichlorosilane), CCCCCC (1-hexane), H2PtCl2. Run in C(C)(C)O (isopropanol). Run at temperature 50 celsius, time 25 hour. Yields the product C(CCCCC)[Si](Cl)(Cl)CCCCCCCCCCCCCCCCCC (n-hexyloctadecyldichlorosilane). Reaction SMILES: [CH2:1]([SiH:19]([Cl:21])[Cl:20])[CH2:2][CH2:3][CH2:4][CH2:5][CH2:6][CH2:7][CH2:8][CH2:9][CH2:10][CH2:11][CH2:12][CH2:13][CH2:14][CH2:15][CH2:16][CH2:17][CH3:18].[CH3:22][CH2:23][CH2:24][CH2:25][CH2:26][CH3:27]>C(O)(C)C>[CH2:22]([Si:19]([CH2:1][CH2:2][CH2:3][CH2:4][CH2:5][CH2:6][CH2:7][CH2:8][CH2:9][CH2:10][CH2:11][CH2:12][CH2:13][CH2:14][CH2:15][CH2:16][CH2:17][CH3:18])([Cl:21])[Cl:20])[CH2:23][CH2:24][CH2:25][CH2:26][CH3:27]. Procedure: Resultant n-octadecyldichlorosilane in an amount of 176.5 g (0.5 mol), 50.4 g of 1-hexane (0.6 mol) and 0.05 mol % of a H2PtCl2 ·6H2O solution in isopropanol (relative to n-octadecyldichlorosilane) were reacted in a flask with stirring at 50° C. for 25 hours to give n-hexyloctadecyldichlorosilane [(n--C6H13)(n--C18H37)SiCl2 ].